This data is from the Open Reaction Database (ORD), a public repository of structured organic reaction records. The task is: describe an organic reaction: reactants, conditions, products, and yield Reactants: C(=O)([O-])[O-].C(=O)([O-])[O-].OO.OO.OO.[Na+].[Na+].[Na+].[Na+] (sodium percarbonate), FC(C(C(=O)Cl)(F)F)(C(F)(F)F)F (heptafluorobutyryl chloride). Run in C(C(F)(Cl)Cl)(F)(F)Cl (CFC-113). Reaction conditions: temperature 0 celsius, time 3.3 hour. The product is FC(C(C(=O)OOC(C(C(C(F)(F)F)(F)F)(F)F)=O)(F)F)(C(F)(F)F)F (Heptafluorobutyryl Peroxide). The yield is 37.0%. As a reaction SMILES: [C:1]([O-:4])([O-:3])=O.[C:5]([O-:8])([O-])=[O:6].OO.OO.OO.[Na+].[Na+].[Na+].[Na+].[F:19][C:20]([F:31])([C:27]([F:30])([F:29])[F:28])[C:21]([F:26])([F:25])C(Cl)=O>C(Cl)(F)(F)C(Cl)(Cl)F>[F:31][C:20]([F:19])([C:27]([F:28])([F:29])[F:30])[C:21]([F:25])([F:26])[C:1]([O:4][O:8][C:5](=[O:6])[C:21]([F:26])([F:25])[C:20]([F:31])([F:19])[C:27]([F:30])([F:29])[F:28])=[O:3] |f:0.1.2.3.4.5.6.7.8|. Procedure: A round-bottom flask is charged with 50 ml of CFC-113 and 2.0 g of sodium percarbonate (13 mmoles or 19 mmoles of H2O2 equivalent). After chilling the contents of the flask to 0° C., 3.73 ml of heptafluorobutyryl chloride (25 mmoles) is added and the resulting slurry is stirred magnetically for 3.3 hours. The reaction mixture is filtered through a pad of Drierite® on glass wool, washing through with fresh CFC-113, an operation assumed to remove any unreacted percarbonate and any free H2O2. The f... Reactants: [Al+3], C=CCC1c2ccc(OCOC)cc2OC(=O)C1(C)c1ccc(OCOC)cc1, CCOC(C)=O, [Cl-], [H-], [H-], [H-], [H-], [Li+], [NH4+], C1CCOC1. Product: C=CCC(c1ccc(OCOC)cc1O)C(C)(CO)c1ccc(OCOC)cc1. RXN SMILES: [Al+3:31].[CH3:1][O:2][CH2:3][O:4][c:5]1[cH:6][cH:7][c:8]2[c:13]([cH:14]1)[O:12][C:11](=[O:15])[C:10]([CH3:16])([c:17]1[cH:18][cH:19][c:20]([O:23][CH2:24][O:25][CH3:26])[cH:21][cH:22]1)[CH:9]2[CH2:27][CH:28]=[CH2:29].[CH3:36][CH2:37][O:38][C:39](=[O:40])[CH3:41].[Cl-:42].[H-:30].[H-:33].[H-:34].[H-:35].[Li+:32].[NH4+:43].[O:44]1[CH2:45][CH2:46][CH2:47][CH2:48]1>>[CH3:1][O:2][CH2:3][O:4][c:5]1[cH:6][cH:7][c:8]([CH:9]([C:10]([CH2:11][OH:15])([CH3:16])[c:17]2[cH:18][cH:19][c:20]([O:23][CH2:24][O:25][CH3:26])[cH:21][cH:22]2)[CH2:27][CH:28]=[CH2:29])[c:13]([OH:12])[cH:14]1. The product is C1(=CC=C(C=C1)C(=O)N1[C@@H](CC(C1)=NOCC1=CC(=C(C=C1)Cl)Cl)C(=O)NCCN(CC)CC)C1=CC=CC=C1 ((2S,4EZ)-1-([1,1′-biphenyl]-4-ylcarbonyl)-4-{[(3,4-dichlorobenzyl)oxy]-imino}-N-[2-(diethylamino)ethyl]-2-pyrrolidinecarboxamide). Reaction SMILES: C(O[C:6]([N:8]1[CH2:12][C:11](=[N:13][O:14][CH2:15][C:16]2[CH:21]=[CH:20][C:19]([Cl:22])=[C:18]([Cl:23])[CH:17]=2)[CH2:10][C@H:9]1[C:24]([OH:26])=O)=[O:7])(C)(C)C.[C:27]1([C:36]2[CH:41]=[CH:40][CH:39]=[CH:38][CH:37]=2)[CH:32]=[CH:31][C:30](C(Cl)=O)=[CH:29][CH:28]=1.[CH2:42]([N:44]([CH2:48][CH3:49])[CH2:45][CH2:46][NH2:47])[CH3:43]>>[C:36]1([C:27]2[CH:28]=[CH:29][CH:30]=[CH:31][CH:32]=2)[CH:37]=[CH:38][C:39]([C:6]([N:8]2[CH2:12][C:11](=[N:13][O:14][CH2:15][C:16]3[CH:21]=[CH:20][C:19]([Cl:22])=[C:18]([Cl:23])[CH:17]=3)[CH2:10][C@H:9]2[C:24]([NH:47][CH2:46][CH2:45][N:44]([CH2:48][CH3:49])[CH2:42][CH3:43])=[O:26])=[O:7])=[CH:40][CH:41]=1. Reactants: C(C)(C)(C)OC(=O)N1[C@@H](CC(C1)=NOCC1=CC(=C(C=C1)Cl)Cl)C(=O)O ((2S,4EZ)-1-(tert-butoxycarbonyl)-4-{[(3,4-dichlorobenzyl)oxy]imino}-2-pyrrolidinecarboxylic acid), C1(=CC=C(C=C1)C(=O)Cl)C1=CC=CC=C1 ([1,1′-biphenyl]-4-carbonyl chloride), C(C)N(CCN)CC (N1,N1-diethyl-1,2-ethanediamine). Procedure: Following the general method as outlined in Example 22, starting from (2S,4EZ)-1-(tert-butoxycarbonyl)-4-{[(3,4-dichlorobenzyl)oxy]imino}-2-pyrrolidinecarboxylic acid, [1,1′-biphenyl]-4-carbonyl chloride, and N1,N1-diethyl-1,2-ethanediamine the title compound was obtained in 74% purity by LC/MS. MS(ESI+): m/z=581.6. Starting materials: Cl (HCl), C1(C=CC(N1CCCCCC(=O)C1C(=O)N(C(C1)=O)O)=O)=O (Maleimidocaproyl N-hydroxysuccinimide), N[C@@H](C(C)C)C(=O)N[C@@H](C)C(=O)O (H-Val-Ala-OH), CCN(C(C)C)C(C)C (DIPEA). The product is O=C1N(C(C=C1)=O)CCCCCC(=O)N[C@H](C(=O)N[C@H](C(=O)O)C)C(C)C ((S)-2-((S)-2-(6-(2,5-dioxo-2,5-dihydro-1H-pyrrol-1-yl)hexanamido)-3-methylbutanamido)propanoic acid). Isolated yield 113.9%. Reaction SMILES: [C:1]1(=[O:22])[N:5]([CH2:6][CH2:7][CH2:8][CH2:9][CH2:10][C:11](C2CC(=O)N(O)C2=O)=[O:12])[C:4](=[O:21])[CH:3]=[CH:2]1.[NH2:23][C@H:24]([C:28]([NH:30][C@H:31]([C:33]([OH:35])=[O:34])[CH3:32])=[O:29])[CH:25]([CH3:27])[CH3:26].CCN(C(C)C)C(C)C.Cl>>[O:22]=[C:1]1[CH:2]=[CH:3][C:4](=[O:21])[N:5]1[CH2:6][CH2:7][CH2:8][CH2:9][CH2:10][C:11]([NH:23][C@@H:24]([CH:25]([CH3:27])[CH3:26])[C:28]([NH:30][C@@H:31]([CH3:32])[C:33]([OH:35])=[O:34])=[O:29])=[O:12]. Procedure details: Maleimidocaproyl N-hydroxysuccinimide (1.619 g, 5.25 mmol, 1.05 eq.) and H-Val-Ala-OH (0.941 g, 5 mmol, 1 eq.) were placed in a 25 mL recovery flask with a stir bar and the flask was flushed with nitrogen. DMF (4.7 mL) was added and the resulting white slurry was stirred. DIPEA (0.87 mL, 5 mmol, 1 eq) was added and the mixture was allowed to stir at room temperature overnight. The mixture was cooled in an ice/water bath and 2M HCl (3 mL, 6 mmol) was added dropwise. The viscous mixture was transf... The reactants are C(C)(=O)N1C(C(C2=CC=C(C=C12)C(=O)OC)=C(C1=CC=CC=C1)OCC)=O (1-acetyl-3-(1-ethoxy-1-phenylmethylene)-6-methoxycarbonyl-2-indolinone), C(C)(C)(C)OC(=O)N1CCN(CC1)CC1=CC=C(N)C=C1 (4-(4-tert.butoxycarbonyl-piperazin-1-yl-methyl)-aniline). The product is C(C)(C)(C)OC(=O)N1CCN(CC1)CC1=CC=C(N\C(\C2=CC=CC=C2)=C\2/C(NC3=CC(=CC=C23)C(=O)OC)=O)C=C1 (3-Z-[1-(4-(4-tert.butoxycarbonyl-piperazin-1-yl-methyl)-anilino)-1-phenyl-methylene]-6-methoxycarbonyl-2-indolinone). Reaction SMILES: C([N:4]1[C:12]2[C:7](=[CH:8][CH:9]=[C:10]([C:13]([O:15][CH3:16])=[O:14])[CH:11]=2)[C:6](=[C:17](OCC)[C:18]2[CH:23]=[CH:22][CH:21]=[CH:20][CH:19]=2)[C:5]1=[O:27])(=O)C.[C:28]([O:32][C:33]([N:35]1[CH2:40][CH2:39][N:38]([CH2:41][C:42]2[CH:48]=[CH:47][C:45]([NH2:46])=[CH:44][CH:43]=2)[CH2:37][CH2:36]1)=[O:34])([CH3:31])([CH3:30])[CH3:29]>>[C:28]([O:32][C:33]([N:35]1[CH2:36][CH2:37][N:38]([CH2:41][C:42]2[CH:48]=[CH:47][C:45]([NH:46]/[C:17](=[C:6]3\[C:5](=[O:27])[NH:4][C:12]4[C:7]\3=[CH:8][CH:9]=[C:10]([C:13]([O:15][CH3:16])=[O:14])[CH:11]=4)/[C:18]3[CH:23]=[CH:22][CH:21]=[CH:20][CH:19]=3)=[CH:44][CH:43]=2)[CH2:39][CH2:40]1)=[O:34])([CH3:31])([CH3:29])[CH3:30]. Procedure details: Prepared from 1-acetyl-3-(1-ethoxy-1-phenylmethylene)-6-methoxycarbonyl-2-indolinone and 4-(4-tert.butoxycarbonyl-piperazin-1-yl-methyl)-aniline Rf value: 0.5 (silica gel, methylene chloride/methanol=10:1) C33H36N4O5